This data is from the Open Reaction Database (ORD), a public repository of structured organic reaction records. The task is: describe an organic reaction: reactants, conditions, products, and yield Starting materials: N[C@H]1[C@@H]2N(C(=C(CS2)SCSC=2N=NNC2)C(=O)OC(C2=CC=CC=C2)C2=CC=CC=C2)C1=O (diphenylmethyl 7β-amino-3-[(1H-1,2,3-triazol-4-yl)thiomethylthio]-3-cephem-4-carboxylate), Cl (hydrochloric acid), CC(=O)C (acetone), C(C)(=O)OCC (ethyl acetate). Solvent: C(=O)O (formic acid). Reaction conditions: time 2.5 hour. Yields the product N[C@H]1[C@@H]2N(C(=C(CS2)SCSC=2N=NNC2)C(=O)O)C1=O (7β-amino-3-[(1H-1,2,3-triazol-4-yl) thiomethylthio]-3-cephem-4-carboxylic acid). Isolated yield 81.1%. As a reaction SMILES: [NH2:1][C@@H:2]1[C:33](=[O:34])[N:4]2[C:5]([C:17]([O:19]C(C3C=CC=CC=3)C3C=CC=CC=3)=[O:18])=[C:6]([S:9][CH2:10][S:11][C:12]3[N:13]=[N:14][NH:15][CH:16]=3)[CH2:7][S:8][C@H:3]12.Cl.CC(C)=O.C(OCC)(=O)C>C(O)=O>[NH2:1][C@@H:2]1[C:33](=[O:34])[N:4]2[C:5]([C:17]([OH:19])=[O:18])=[C:6]([S:9][CH2:10][S:11][C:12]3[N:13]=[N:14][NH:15][CH:16]=3)[CH2:7][S:8][C@H:3]12. Procedure details: To a solution of diphenylmethyl 7β-amino-3-[(1H-1,2,3-triazol-4-yl)thiomethylthio]-3-cephem-4-carboxylate (9.9 g) in formic acid (39.6 ml) was added conc. hydrochloric acid (8.54 ml) at room temperature, and the mixture was stirred at the same temperature for 2.5 hours. The mixture was poured into a mixture of acetone (297 ml) and ethyl acetate (594 ml) under ice-cooling, and the resulting precipitate was collected by filtration. The precipitate was resolved in water, and adjusted to pH 4 with 2...